Dataset: the Open Reaction Database (ORD), a public repository of structured organic reaction records. Task: describe an organic reaction: reactants, conditions, products, and yield Starting materials: BrC=1C=C2C(=C(C(=NC2=CC1)C)S(=O)(=O)C)N1CCOCC1 (6-Bromo-3-methanesulfonyl-2-methyl-4-morpholin-4-yl-quinoline), BrC=1C=C2C(=C(C(=NC2=CC1)C)S(=O)(=O)C)N1CCOCC1 (6-Bromo-3-methanesulfonyl-2-methyl-4-morpholin-4-yl-quinoline), C([O-])([O-])=O.[Cs+].[Cs+] (cesium carbonate), N1CCCCC1 (piperidine). Reagents/catalysts: C1(CCCCC1)P(C1=C(C=CC=C1)C1=C(C=C(C=C1C(C)C)C(C)C)C(C)C)C1CCCCC1 (2-dicyclohexylphosphino-2′,4′,6′-triisopropylbiphenyl). Run in C(C)(C)(C)O (tert.-butanol), CCCCCCC (heptane). Conditions: temperature 110 celsius. The product is CS(=O)(=O)C=1C(=NC2=CC=C(C=C2C1N1CCOCC1)N1CCCCC1)C (3-Methanesulfonyl-2-methyl-4-morpholin-4-yl-6-piperidin-1-yl-quinoline). Isolated yield 79.0%. RXN SMILES: C(=O)([O-])[O-].[Cs+].[Cs+].Br[C:8]1[CH:9]=[C:10]2[C:15](=[CH:16][CH:17]=1)[N:14]=[C:13]([CH3:18])[C:12]([S:19]([CH3:22])(=[O:21])=[O:20])=[C:11]2[N:23]1[CH2:28][CH2:27][O:26][CH2:25][CH2:24]1.[NH:29]1[CH2:34][CH2:33][CH2:32][CH2:31][CH2:30]1>C(O)(C)(C)C.CCCCCCC.C1(P(C2CCCCC2)C2C=CC=CC=2C2C(C(C)C)=CC(C(C)C)=CC=2C(C)C)CCCCC1>[CH3:22][S:19]([C:12]1[C:13]([CH3:18])=[N:14][C:15]2[C:10]([C:11]=1[N:23]1[CH2:28][CH2:27][O:26][CH2:25][CH2:24]1)=[CH:9][C:8]([N:29]1[CH2:34][CH2:33][CH2:32][CH2:31][CH2:30]1)=[CH:17][CH:16]=2)(=[O:21])=[O:20] |f:0.1.2|. Procedure details: A tube placed under argon was charged with tris(dibenzylideneacetone)dipalladium chloroform complex (11 mg, 0.010 mmol), 2-dicyclohexylphosphino-2′,4′,6′-triisopropylbiphenyl (10 mg, 0.021 mmol) and cesium carbonate (1.3 g, 3.99 mmol). 6-Bromo-3-methanesulfonyl-2-methyl-4-morpholin-4-yl-quinoline (compound of example 6) (200 mg, 0.52 mmol) in tert.-butanol (10 ml) was added, followed by piperidine (0.053 g, 0.62 mmol). The tube was sealed and heated at 110° C. for 2 h. The reaction mixture was c...